Task: describe an organic reaction: reactants, conditions, products, and yield. Dataset: the Open Reaction Database (ORD), a public repository of structured organic reaction records The reactants are ClCC=1OC(=NN1)C1=CC=C(C=C1)I (2-Chloromethyl-5-(4-iodophenyl)-[1,3,4]oxadiazole), ClCC=1OC(=NN1)C1=CC=C(C=C1)I (2-Chloromethyl-5-(4-iodophenyl)-[1,3,4]oxadiazole), [I-].[K+] (potassium iodide), CNC (dimethylamine). Solvent: O1CCCC1 (tetrahydrofuran). Conditions: temperature 20 celsius, time 18 hour. Yields the product IC1=CC=C(C=C1)C1=NN=C(O1)CN(C)C ([5-(4-Iodophenyl)-[1,3,4]oxadiazol-2-ylmethyl]-dimethylamine). RXN SMILES: Cl[CH2:2][C:3]1[O:4][C:5]([C:8]2[CH:13]=[CH:12][C:11]([I:14])=[CH:10][CH:9]=2)=[N:6][N:7]=1.[I-].[K+].[CH3:17][NH:18][CH3:19]>O1CCCC1>[I:14][C:11]1[CH:12]=[CH:13][C:8]([C:5]2[O:4][C:3]([CH2:2][N:18]([CH3:19])[CH3:17])=[N:7][N:6]=2)=[CH:9][CH:10]=1 |f:1.2|. Reported procedure: 2-Chloromethyl-5-(4-iodophenyl)-[1,3,4]oxadiazole (Intermediate 7) (48 mg, 0.15 mmol) and potassium iodide (25 mg, 0.15 mmol) were dissolved in 2M dimethylamine in tetrahydrofuran (2 ml) and stirred for 18 hours at 20° C. The reaction was evaporated to dryness in vacuo and the product was purified on a 10 g silica SPE cartridge (stepped solvent gradient 80:20 ethyl acetate:cyclohexane, 100% ethyl acetate, 95:5 ethyl acetate:methanol).